From a dataset of the Open Reaction Database (ORD), a public repository of structured organic reaction records. describe an organic reaction: reactants, conditions, products, and yield Reactants: C(C)(C)(C)OC(=O)N1CCN(CC1)CCCS(NC(C1=CC=CC=C1)C1=CC=CC=C1)(=O)=O (4-[3-(benzhydryl-sulfamoyl)-propyl]-piperazine-1-carboxylic acid tert-butyl ester). Reagents/catalysts: [OH-].[Pd+2].[OH-] (palladium hydroxide). The solvent is CO (methanol). Run at time 8 hour. The product is C(C)(C)(C)OC(=O)N1CCN(CC1)CCCS(N)(=O)=O (4-(3-sulfamoyl-propyl)-piperazine-1-carboxylic acid tert-butyl ester). Isolated yield 79.3%. Reaction SMILES: [C:1]([O:5][C:6]([N:8]1[CH2:13][CH2:12][N:11]([CH2:14][CH2:15][CH2:16][S:17](=[O:33])(=[O:32])[NH:18]C(C2C=CC=CC=2)C2C=CC=CC=2)[CH2:10][CH2:9]1)=[O:7])([CH3:4])([CH3:3])[CH3:2]>CO.[OH-].[Pd+2].[OH-]>[C:1]([O:5][C:6]([N:8]1[CH2:13][CH2:12][N:11]([CH2:14][CH2:15][CH2:16][S:17](=[O:32])(=[O:33])[NH2:18])[CH2:10][CH2:9]1)=[O:7])([CH3:4])([CH3:2])[CH3:3] |f:2.3.4|. Reported procedure: A suspension of 4-[3-(benzhydryl-sulfamoyl)-propyl]-piperazine-1-carboxylic acid tert-butyl ester (650 mg, 1.37 mmol) and palladium hydroxide (1.154 g, 1.64 mmol, 20% w from Aldrich) in methanol (10 mL) was hydrogenated at room temperature overnight using a Parr apparatus (50 psi). The reaction mixture was filtered through a Celite cake, and the filtrate was concentrated. Purification of the crude residue by flash column chromatography (40 g of silica gel, eluting with methanol and ethyl acetate...